describe an organic reaction: reactants, conditions, products, and yield From a dataset of the Open Reaction Database (ORD), a public repository of structured organic reaction records. The reactants are NCC(=O)N(C)C=1C(=C(COC2=CC=CC=3N(C(=NC32)C)C)C(=CC1)Cl)Cl (4-[3-(N-glycyl-N-methylamino)-2,6-dichlorobenzyloxy]-1,2-dimethyl-1H-benzimidazole), CNC(=O)C1=CC=C(C=CC(=O)O)C=C1 (4-(methylcarbamoyl)cinnamic acid), Cl.C(C)N=C=NCCCN(C)C (1-ethyl-3-(3-dimethylaminopropyl)carbodiimide hydrochloride), ON1N=NC2=C1C=CC=C2 (1-hydroxybenzotriazole). Run in O (water), CN(C=O)C (dimethylformamide). Run at time 3 hour. Product: CN1C(=NC2=C1C=CC=C2)C (1,2-dimethyl-1H-benzimidazole). The yield is 337.1%. RXN SMILES: NCC(N(C1C(Cl)=C(C(Cl)=CC=1)CO[C:12]1[C:20]2[N:19]=[C:18]([CH3:21])[N:17]([CH3:22])[C:16]=2[CH:15]=[CH:14][CH:13]=1)C)=O.CNC(C1C=CC(C=CC(O)=O)=CC=1)=O.Cl.C(N=C=NCCCN(C)C)C.ON1C2C=CC=CC=2N=N1>O.CN(C)C=O>[CH3:22][N:17]1[C:16]2[CH:15]=[CH:14][CH:13]=[CH:12][C:20]=2[N:19]=[C:18]1[CH3:21] |f:2.3|. Procedure details: To a mixture of 4-[3-(N-glycyl-N-methylamino)-2,6-dichlorobenzyloxy]-1,2-dimethyl-1H-benzimidazole (100 mg), 4-(methylcarbamoyl)cinnamic acid (55.4 mg) and dimethylformamide (1 ml) were added 1-ethyl-3-(3-dimethylaminopropyl)carbodiimide hydrochloride (61.2 mg) and 1-hydroxybenzotriazole (49.7 mg), and the mixture was stirred for 3 hours at ambient temperature. To the mixture was added water, and the mixture was extracted with dichloromethane. The separated organic layer was washed with saturate... Starting materials: O (water), NC=1SC=CN1 (2-aminothiazole), [OH-].[Na+] (Sodium hydroxide), [N+](=O)([O-])C=1C=C(C=CC1)S(=O)(=O)Cl (3-nitrobenzenesulphonyl chloride). Run in N1=CC=CC=C1 (pyridine). Run at temperature 100 celsius, time 5 minute. Yields the product S1C(=NC=C1)NS(=O)(=O)C1=CC(=CC=C1)[N+](=O)[O-] (1-(Thiazol-2-ylaminosulphonyl)-3-nitrobenzene). Yield: 82.8%. RXN SMILES: [NH2:1][C:2]1[S:3][CH:4]=[CH:5][N:6]=1.[N+:7]([C:10]1[CH:11]=[C:12]([S:16](Cl)(=[O:18])=[O:17])[CH:13]=[CH:14][CH:15]=1)([O-:9])=[O:8].[OH-].[Na+].O>N1C=CC=CC=1>[S:3]1[CH:4]=[CH:5][N:6]=[C:2]1[NH:1][S:16]([C:12]1[CH:13]=[CH:14][CH:15]=[C:10]([N+:7]([O-:9])=[O:8])[CH:11]=1)(=[O:17])=[O:18] |f:2.3|. Procedure: To a solution of 2-aminothiazole (1 g, 10.5 mmol) in dry pyridine (3 ml) was added, portionwise, 3-nitrobenzenesulphonyl chloride (2.32 g, 10.5 mmol), maintaining the internal temperature below 55° C. After addition was complete, the mixture was heated at 100° C. for 75 min. 4M Sodium hydroxide solution (2.75 ml, 11 mmol) was then added dropwise and heating was continued for a further 5 min. After cooling, water (25 ml) was added and the precipitate was collected by filtration to afford the prod... The reactants are C1CCOC1, C[Si](C)(C)C[Mg+], [Cl-], O=C(c1ccc2nc(-c3ccc(C4OCCCO4)cc3F)sc2n1)C1CCC1. Product: C[Si](C)(C)CC(O)(c1ccc2nc(-c3ccc(C4OCCCO4)cc3F)sc2n1)C1CCC1. Reaction SMILES: [CH2:36]1[O:37][CH2:38][CH2:39][CH2:40]1.[CH3:2][Si:3]([CH3:4])([CH3:5])[CH2:6][Mg+:7].[Cl-:1].[O:8]1[CH:9]([c:14]2[cH:15][c:16]([F:35])[c:17](-[c:20]3[s:21][c:22]4[n:23][c:24]([C:29](=[O:30])[CH:31]5[CH2:32][CH2:33][CH2:34]5)[cH:25][cH:26][c:27]4[n:28]3)[cH:18][cH:19]2)[O:10][CH2:11][CH2:12][CH2:13]1>>[CH3:2][Si:3]([CH3:4])([CH3:5])[CH2:6][C:29]([c:24]1[n:23][c:22]2[s:21][c:20](-[c:17]3[c:16]([F:35])[cH:15][c:14]([CH:9]4[O:8][CH2:13][CH2:12][CH2:11][O:10]4)[cH:19][cH:18]3)[n:28][c:27]2[cH:26][cH:25]1)([OH:30])[CH:31]1[CH2:32][CH2:33][CH2:34]1. RXN SMILES: [Br:1][C:2]1[CH:7]=[CH:6][C:5]([NH:8][C:9](=[O:14])[CH2:10][C:11]([CH3:13])=O)=[C:4]([CH3:15])[CH:3]=1>S(=O)(=O)(O)O>[Br:1][C:2]1[CH:7]=[C:6]2[C:5](=[C:4]([CH3:15])[CH:3]=1)[NH:8][C:9](=[O:14])[CH:10]=[C:11]2[CH3:13]. Procedure details: N-[4-Bromo-2-methylphenyl]-acetoacetamide (18 g) was heated for 5 hours with stirring in 98% sulphuric acid (50 cm3) at 100°. The cooled mixture was then poured onto ice (200 g), the solid was filtered off and dried in vacuo at 100° for 2 hours to give the crude product (15.0 g). A small portion (1.5 g) of this material was recrystallised from ethyl acetate/methanol to afford 6-bromo-4,8-dimethyl-2-(1H)-quinolone, m.p. >300° (1.1 g). Run in S(O)(O)(=O)=O (sulphuric acid). The reactants are BrC1=CC(=C(C=C1)NC(CC(=O)C)=O)C (N-[4-Bromo-2-methylphenyl]-acetoacetamide). Yields the product BrC=1C=C2C(=CC(NC2=C(C1)C)=O)C (6-bromo-4,8-dimethyl-2-(1H)-quinolone). Reported procedure: 11 ml of ethyl iodide are added dropwise to a solution of 23.5 g (91 mmol) of methyl 3-(4-bromophenyl)-2(S)-hydroxypropanoate and 35.6 g (155 mmol) of silver(I) oxide in 120 ml of isopropyl ether. The reaction medium is heated at 70° C. overnight. 10 g (45 mmol) of silver oxide and 3.7 ml (45 mmol) of ethyl iodide are added and the reaction medium is heated for a further 4 hours and then filtered through Celite, the precipitate is rinsed with ethyl acetate and the filtrate is concentrated under ... Reactants: C(C)I (ethyl iodide), BrC1=CC=C(C=C1)C[C@@H](C(=O)OC)O (methyl 3-(4-bromophenyl)-2(S)-hydroxypropanoate), C(C)I (ethyl iodide). The yield is 79.0%. Yields the product BrC1=CC=C(C=C1)C[C@@H](C(=O)OC)OCC (methyl 3-(4-bromophenyl)-2(S)-ethoxypropanoate). Reagents/catalysts: [Ag-]=O (silver(I) oxide), [Ag]=O (silver oxide). The solvent is C(C)(C)OC(C)C (isopropyl ether). RXN SMILES: [CH2:1](I)[CH3:2].[Br:4][C:5]1[CH:10]=[CH:9][C:8]([CH2:11][C@H:12]([OH:17])[C:13]([O:15][CH3:16])=[O:14])=[CH:7][CH:6]=1>C(OC(C)C)(C)C.[Ag-]=O.[Ag]=O>[Br:4][C:5]1[CH:6]=[CH:7][C:8]([CH2:11][C@H:12]([O:17][CH2:1][CH3:2])[C:13]([O:15][CH3:16])=[O:14])=[CH:9][CH:10]=1. Conditions: temperature 70 celsius. The reactants are CC(C)CBr, CN(C)C=O, [H-], [Na+], COc1ccc(O)c(C(C)=O)c1. Yields the product COc1ccc(OCC(C)C)c(C(C)=O)c1. As a reaction SMILES: [Br:15][CH2:16][CH:17]([CH3:18])[CH3:19].[CH3:20][N:21]([CH3:22])[CH:23]=[O:24].[H-:13].[Na+:14].[OH:1][c:2]1[c:3]([C:10]([CH3:11])=[O:12])[cH:4][c:5]([O:8][CH3:9])[cH:6][cH:7]1>>[O:1]([c:2]1[c:3]([C:10]([CH3:11])=[O:12])[cH:4][c:5]([O:8][CH3:9])[cH:6][cH:7]1)[CH2:16][CH:17]([CH3:18])[CH3:19].